This data is from the Open Reaction Database (ORD), a public repository of structured organic reaction records. The task is: describe an organic reaction: reactants, conditions, products, and yield Starting materials: FC(OC1=C(C=C(C=O)C=C1)OC(C)(C#C)C)F (4-difluoromethoxy-3-(2-methyl-3-butyn-2-yloxy) benzaldehyde), [F-].[Cs+] (cesium fluoride), C(C)N(C1=CC=CC=C1)CC (N,N-diethylaniline), Cl (hydrochloric acid). Product: FC(OC=1C=CC(=C2C=C(OC21)C(C)C)C=O)F (7-Difluoromethoxy-2-(1-methylethyl)benzofuran-4-carbaldehyde). Reaction SMILES: [F:1][CH:2]([F:18])[O:3][C:4]1[CH:11]=[CH:10][C:7]([CH:8]=[O:9])=[CH:6][C:5]=1[O:12][C:13]([CH3:17])([C:15]#[CH:16])C.[F-].[Cs+].Cl.[CH2:22](N(CC)C1C=CC=CC=1)C>>[F:18][CH:2]([F:1])[O:3][C:4]1[CH:11]=[CH:10][C:7]([CH:8]=[O:9])=[C:6]2[C:5]=1[O:12][C:13]([CH:15]([CH3:16])[CH3:22])=[CH:17]2 |f:1.2|. Procedure: 5.5 g of 4-difluoromethoxy-3-(2-methyl-3-butyn-2-yloxy) benzaldehyde are heated to reflux with 7.2 g of cesium fluoride with nitrogen aeration for 12 h in 30 ml of N,N-diethylaniline. The mixture is stirred into 300 ml of 4 N hydrochloric acid after cooling, the resulting emulsion is extracted three times with 50 ml of ethyl acetate, and the organic extracts are combined, dried over ignited potassium carbonate and evaporated in vacuo. The residue is chromatographed on silica gel using toluene. A... Reactants: ClC1=NC(=NC(=N1)C1=CC=CC=C1)C1=CC=CC=C1 (2-chloro-4,6-diphenyl-1,3,5-triazine), product b, [H-].[Na+] (NaH), oil. Run in CN(C=O)C (dimethylformamide), CN(C=O)C (dimethylformamide). Reaction conditions: time 1 hour. Yields the product C1(=CC=CC=C1)C1=NC(=NC=N1)C1=CC=CC=C1 (diphenyl-1,3,5-triazine). As a reaction SMILES: [H-].[Na+].Cl[C:4]1[N:9]=[C:8]([C:10]2[CH:15]=[CH:14][CH:13]=[CH:12][CH:11]=2)[N:7]=[C:6]([C:16]2[CH:21]=[CH:20][CH:19]=[CH:18][CH:17]=2)[N:5]=1>CN(C)C=O>[C:10]1([C:8]2[N:9]=[CH:4][N:5]=[C:6]([C:16]3[CH:17]=[CH:18][CH:19]=[CH:20][CH:21]=3)[N:7]=2)[CH:15]=[CH:14][CH:13]=[CH:12][CH:11]=1 |f:0.1|. Procedure: 25 g (62.5 mmol) of product b) are dissolved in 200 ml of dimethylformamide under a protective-gas atmosphere, and 7.7 g of 60% NaH in mineral oil (194 mmol) are added. After 1 h at room temperature, a solution of 2-chloro-4,6-diphenyl-1,3,5-triazine (25 g, 68 mmol) in 300 ml of dimethylformamide is added dropwise. The reaction mixture is stirred at room temperature for 12 h. After this time, the reaction mixture is poured onto ice and extracted three times with dichloromethane. The combined org... The reactants are C(C)(=O)OCCOC1=NN(C(=C1C1=CC=C(C=C1)C)N)CCO[Si](C)(C)C(C)(C)C (2-{[5-amino-1-(2-{[tert-butyl(dimethyl)silyl]oxy}ethyl)-4-(4-methylphenyl)-1H-pyrazol-3-yl]oxy}ethyl acetate), C(C)(C)(C)C1=CC=C(C=C1)S(=O)(=O)Cl (4-(tert-butyl)phenylsulfonyl chloride), N1=CC=CC=C1 (pyridine), S(=O)(=O)(Cl)Cl (sulfonyl chloride), C(C)(=O)OCC.CCCCCC (ethyl acetate hexane). Reagents/catalysts: CN(C)C1=CC=NC=C1 (4-(N,N-dimethyl)aminopyridine), S(=O)(=O)([O-])[O-].[Cu+2] (copper (II) sulfate). Reaction conditions: time 4 day. The product is C(C)(=O)OCCOC1=NN(C(=C1C1=CC=C(C=C1)C)N(S(=O)(=O)C1=CC=C(C=C1)C(C)(C)C)S(=O)(=O)C1=CC=C(C=C1)C(C)(C)C)CCO[Si](C)(C)C(C)(C)C (2-{[5-(bis{[4-(tert-butyl)phenyl]sulfonyl}amino}-1-{2-{[tert-butyl(dimethyl)silyl]oxy}ethyl}-4-{4-methylphenyl}-1H-pyrazol-3-yl]oxy}ethyl acetate). As a reaction SMILES: [C:1]([O:4][CH2:5][CH2:6][O:7][C:8]1[C:12]([C:13]2[CH:18]=[CH:17][C:16]([CH3:19])=[CH:15][CH:14]=2)=[C:11]([NH2:20])[N:10]([CH2:21][CH2:22][O:23][Si:24]([C:27]([CH3:30])([CH3:29])[CH3:28])([CH3:26])[CH3:25])[N:9]=1)(=[O:3])[CH3:2].[C:31]([C:35]1[CH:40]=[CH:39][C:38]([S:41](Cl)(=[O:43])=[O:42])=[CH:37][CH:36]=1)([CH3:34])([CH3:33])[CH3:32].[C:45](OCC)(=O)C.[CH3:51][CH2:52][CH2:53][CH2:54][CH2:55][CH3:56].[S:57](Cl)(Cl)(=[O:59])=[O:58].N1[CH:67]=[CH:66][CH:65]=CC=1>CN(C1C=CN=CC=1)C.S([O-])([O-])(=O)=O.[Cu+2]>[C:1]([O:4][CH2:5][CH2:6][O:7][C:8]1[C:12]([C:13]2[CH:18]=[CH:17][C:16]([CH3:19])=[CH:15][CH:14]=2)=[C:11]([N:20]([S:57]([C:53]2[CH:52]=[CH:51][C:56]([C:66]([CH3:65])([CH3:67])[CH3:45])=[CH:55][CH:54]=2)(=[O:59])=[O:58])[S:41]([C:38]2[CH:39]=[CH:40][C:35]([C:31]([CH3:34])([CH3:33])[CH3:32])=[CH:36][CH:37]=2)(=[O:43])=[O:42])[N:10]([CH2:21][CH2:22][O:23][Si:24]([C:27]([CH3:30])([CH3:29])[CH3:28])([CH3:25])[CH3:26])[N:9]=1)(=[O:3])[CH3:2] |f:2.3,7.8|. Procedure: A solution of 2-{[5-amino-1-(2-{[tert-butyl(dimethyl)silyl]oxy}ethyl)-4-(4-methylphenyl)-1H-pyrazol-3-yl]oxy}ethyl acetate (0.35 g) (Preparation 30), 4-(tert-butyl)phenylsulfonyl chloride (0.25 g) and 4-(N,N-dimethyl)aminopyridine (98 mg) in pyridine (4 ml) was stirred at room temperature overnight. Tlc (30:70 ethyl acetate/hexane) indicated a new less polar product had formed, but the reaction appeared to have proceeded only 50% to completion. A further aliquot of the sulfonyl chloride (0.25 g)... Starting materials: O[Li].O (LiOH.H2O), C(=O)(OC(C)(C)C)CCC(C(C(=O)OC)(C(=O)OC)O)N (methyl 5-BOC-amino-2-hydroxy-2-methoxycarbonyl-pentanoate). Solvent: O (water), CO (MeOH), CO (MeOH). Reaction conditions: temperature 0 celsius, time 24 hour. The product is [Li+].C(=O)(OC(C)(C)C)CCC(C(C(=O)[O-])(C(=O)O)O)N (5-BOC-amino-2-hydroxy-2-carboxy-pentanoic acid lithium salt). Yield: 92.7%. As a reaction SMILES: O[Li:2].O.[C:4]([CH2:11][CH2:12][CH:13]([NH2:24])[C:14]([OH:23])([C:19]([O:21]C)=[O:20])[C:15]([O:17]C)=[O:16])([O:6][C:7]([CH3:10])([CH3:9])[CH3:8])=[O:5]>O.CO>[Li+:2].[C:4]([CH2:11][CH2:12][CH:13]([NH2:24])[C:14]([OH:23])([C:15]([OH:17])=[O:16])[C:19]([O-:21])=[O:20])([O:6][C:7]([CH3:9])([CH3:10])[CH3:8])=[O:5] |f:0.1,5.6|. Procedure: 0.3 g of LiOH.H2O are dissolved in 1.5 ml of water and the solution is diluted with MeOH to a total volume of 10 ml. This solution, pre-cooled to 0°-50° C., is added to a solution of 1 g of methyl 5-BOC-amino-2-hydroxy-2-methoxycarbonyl-pentanoate in 10 ml of MeOH, cooled at 0° C. The mixture is kept for 24 h at 0°-5° C., under mild stirring. A white crystalline precipitate separates, which is filtered, washed with MeOH and dried to obtain 0.86 g of 5-BOC-amino-2-hydroxy-2-carboxy-pentanoic acid...